Task: describe an organic reaction: reactants, conditions, products, and yield. Dataset: the Open Reaction Database (ORD), a public repository of structured organic reaction records Reactants: CCO, Cl, CC(C)(C)OC(=O)N1CCC(n2c(=O)[nH]c3cc(F)c(Br)cc32)CC1. Product: O=c1[nH]c2cc(F)c(Br)cc2n1C1CCNCC1. Reaction SMILES: [CH3:27][CH2:28][OH:29].[ClH:26].[F:1][c:2]1[cH:3][c:4]2[c:5]([n:6]([CH:10]3[CH2:11][CH2:12][N:13]([C:16]([O:17][C:18]([CH3:19])([CH3:20])[CH3:21])=[O:22])[CH2:14][CH2:15]3)[c:7](=[O:9])[nH:8]2)[cH:23][c:24]1[Br:25]>>[F:1][c:2]1[cH:3][c:4]2[c:5]([n:6]([CH:10]3[CH2:11][CH2:12][NH:13][CH2:14][CH2:15]3)[c:7](=[O:9])[nH:8]2)[cH:23][c:24]1[Br:25]. Reactants: CO, CC(C)CC(C(=O)NN(CC(C)C)C(=O)C(N)CO)C(CC=Cc1ccccc1)C(=O)NOC1CCCCO1, Cc1ccc(S(=O)(=O)O)cc1. The product is CC(C)CC(C(=O)NN(CC(C)C)C(=O)C(N)CO)C(CC=Cc1ccccc1)C(=O)NO, Cc1ccc(S(=O)(=O)O)cc1. RXN SMILES: [CH3:51][OH:52].[O:1]1[CH2:2][CH2:3][CH2:4][CH2:5][CH:6]1[O:7][NH:8][C:9](=[O:10])[CH:11]([CH2:12][CH:13]=[CH:14][c:15]1[cH:16][cH:17][cH:18][cH:19][cH:20]1)[CH:21]([C:22](=[O:23])[NH:24][N:25]([C:26]([CH:27]([NH2:28])[CH2:29][OH:30])=[O:31])[CH2:32][CH:33]([CH3:34])[CH3:35])[CH2:36][CH:37]([CH3:38])[CH3:39].[c:40]1([CH3:50])[cH:41][cH:42][c:43]([S:46](=[O:47])(=[O:48])[OH:49])[cH:44][cH:45]1>>[OH:7][NH:8][C:9](=[O:10])[CH:11]([CH2:12][CH:13]=[CH:14][c:15]1[cH:16][cH:17][cH:18][cH:19][cH:20]1)[CH:21]([C:22](=[O:23])[NH:24][N:25]([C:26]([CH:27]([NH2:28])[CH2:29][OH:30])=[O:31])[CH2:32][CH:33]([CH3:34])[CH3:35])[CH2:36][CH:37]([CH3:38])[CH3:39].[c:40]1([CH3:50])[cH:41][cH:42][c:43]([S:46](=[O:47])(=[O:48])[OH:49])[cH:44][cH:45]1. Starting materials: O.[OH-].[Li+] (lithium hydroxide monohydrate), COC(=O)C=1N=CN(C1)C(C)C (1-isopropyl-1H-imidazole-4-carboxylic acid methyl ester), Cl (hydrochloric acid). The solvent is O (water), CO (methanol), O1CCCC1 (tetrahydrofuran), O (water). Run at time 20 hour. The product is C(C)(C)N1C=NC(=C1)C(=O)O (1-Isopropyl-1H-imidazole-4-carboxylic acid). Yield: 161.8%. As a reaction SMILES: O.[OH-].[Li+].C[O:5][C:6]([C:8]1[N:9]=[CH:10][N:11]([CH:13]([CH3:15])[CH3:14])[CH:12]=1)=[O:7].Cl>O.CO.O1CCCC1>[CH:13]([N:11]1[CH:12]=[C:8]([C:6]([OH:7])=[O:5])[N:9]=[CH:10]1)([CH3:15])[CH3:14] |f:0.1.2|. Procedure: Add a solution of lithium hydroxide monohydrate (1.06 g, 25.1 mmol) in water (8 ml) to a solution of 1-isopropyl-1H-imidazole-4-carboxylic acid methyl ester (1.41 g, 8.38 mmol) in methanol (10 ml) and tetrahydrofuran (8 ml). Stir at room temperature for 20 hrs. Concentrate to give a solid. Dissolve the solid in a small amount of water and adjust to pH 4 with 5N hydrochloric acid. Wash the aqueous layer with ethyl acetate, and then concentrate the aqueous layer to provide the crude product as a s... Procedure: Under argon atmosphere, to a solution of 4-tert-butylbromobenzene (10.0 g) in diethylether (50 ml) was added n-butyllithium (1.6M, hexane solution) (32.3 ml) at −78° C., and the mixture was stirred for 1 hour. To the reaction mixture was dropwise added trimethyl boric acid (16 ml) in diethylether (30 ml), and the mixture was warmed to room temperature and stirred at room temperature 16 hours. To the reaction mixture were added 1N hydrochloric acid (50 ml) and water, and the mixture was extracted... Reaction SMILES: [C:1]([C:5]1[CH:10]=[CH:9][C:8](Br)=[CH:7][CH:6]=1)([CH3:4])([CH3:3])[CH3:2].C([Li])CCC.COB(OC)OC.Cl.Br[C:26]1[CH:27]=[CH:28][C:29]2[O:35][CH2:34][CH2:33][C:32]([C:36]([O:38][CH2:39][CH3:40])=[O:37])=[CH:31][C:30]=2[CH:41]=1.B([O-])([O-])OC1C=CC(C(C)(C)C)=CC=1.C(=O)([O-])[O-].[K+].[K+]>C(OCC)C.C1(C)C(CCO)=CC=CC=1.O.O>[C:1]([C:5]1[CH:10]=[CH:9][C:8]([C:26]2[CH:27]=[CH:28][C:29]3[O:35][CH2:34][CH2:33][C:32]([C:36]([O:38][CH2:39][CH3:40])=[O:37])=[CH:31][C:30]=3[CH:41]=2)=[CH:7][CH:6]=1)([CH3:4])([CH3:3])[CH3:2] |f:6.7.8,10.11|. The product is C(C)(C)(C)C1=CC=C(C=C1)C=1C=CC2=C(C=C(CCO2)C(=O)OCC)C1 (ethyl 7-(4-tert-butyl-phenyl)-2,3-dihydro-1-benzoxepine-4-carboxylate). Run in C(C)OCC (diethylether), O (water), C=1(C(=CC=CC1)CCO)C.O (toluene-ethanol water), C(C)OCC (diethylether). Yield: 85.5%. Run at time 1 hour. Starting materials: tetrakistriphenylphosphine palladium, Cl (hydrochloric acid), BrC=1C=CC2=C(C=C(CCO2)C(=O)OCC)C1 (ethyl 7-bromo-2,3-dihydro-1-benzoxepine-4-carboxylate), B(OC1=CC=C(C=C1)C(C)(C)C)([O-])[O-] (4-tert-butylphenyl borate), C([O-])([O-])=O.[K+].[K+] (potassium carbonate), COB(OC)OC (trimethyl boric acid), C(C)(C)(C)C1=CC=C(C=C1)Br (4-tert-butylbromobenzene), C(CCC)[Li] (n-butyllithium).